The task is: describe an organic reaction: reactants, conditions, products, and yield. This data is from the Open Reaction Database (ORD), a public repository of structured organic reaction records. Reactants: C(C)(=O)OC1=CC=2C[C@H]([C@H]3[C@@H]4CCC5([C@@]4(C)CC[C@@H]3C2C=C1)OCCO5)CCCCCOC(C)=O (3-acetoxy-7α-(5-acetoxypentyl)-17,17-ethylenedioxy-estra-1,3,5(10)-triene), pyridine hydrobromide perbromide, [S-2].[Na+].[Na+] (sodium sulfide). Solvent: O1CCCC1 (tetrahydrofuran), O (water), C(C)(=O)OCC (ethyl acetate). Conditions: temperature 0 celsius, time 2 hour. Yields the product C(C)(=O)OC1=CC=2C[C@H]([C@H]3[C@@H]4C[C@H](C5([C@@]4(C)CC[C@@H]3C2C=C1)OCCO5)Br)CCCCCOC(C)=O (3-acetoxy-7α-(5-acetoxypentyl)-16α-bromo-17,17-ethylenedioxy-estra-1,3,5(10)-triene). Isolated yield 100.8%. Reaction SMILES: [C:1]([O:4][C:5]1[CH:22]=[CH:21][C:20]2[C@@H:19]3[C@H:10]([C@H:11]4[C@@:15]([CH2:17][CH2:18]3)([CH3:16])[C:14]3([O:26][CH2:25][CH2:24][O:23]3)[CH2:13][CH2:12]4)[C@H:9]([CH2:27][CH2:28][CH2:29][CH2:30][CH2:31][O:32][C:33](=[O:35])[CH3:34])[CH2:8][C:7]=2[CH:6]=1)(=[O:3])[CH3:2].C1C=C[NH+]=CC=1.[Br:42][Br-]Br.[S-2].[Na+].[Na+]>O1CCCC1.O.C(OCC)(=O)C>[C:1]([O:4][C:5]1[CH:22]=[CH:21][C:20]2[C@@H:19]3[C@H:10]([C@H:11]4[C@@:15]([CH2:17][CH2:18]3)([CH3:16])[C:14]3([O:26][CH2:25][CH2:24][O:23]3)[C@H:13]([Br:42])[CH2:12]4)[C@H:9]([CH2:27][CH2:28][CH2:29][CH2:30][CH2:31][O:32][C:33](=[O:35])[CH3:34])[CH2:8][C:7]=2[CH:6]=1)(=[O:3])[CH3:2] |f:1.2,3.4.5|. Procedure details: A solution of 63.2 g of 3-acetoxy-7α-(5-acetoxypentyl)-17,17-ethylenedioxy-estra-1,3,5(10)-triene in 630 ml of tetrahydrofuran is mixed in portions at 0° C. with 61.7 g of pyridine hydrobromide perbromide, and it is stirred for 2 hours at 0° C. Then, a solution of 15 g of sodium sulfide in 70 ml of water is added, diluted with ethyl acetate, washed with sodium bicarbonate and common salt solution and dried on sodium sulfate and concentrated by evaporation in a vacuum. 74.1 g of 3-acetoxy-7α-(5-a...